From a dataset of the Open Reaction Database (ORD), a public repository of structured organic reaction records. describe an organic reaction: reactants, conditions, products, and yield Starting materials: ClC1=C(C=CC(=C1)Cl)C1=CC2=C(N(C3=CC=C(C=C23)C=2NN=CC2C)C)N(C1=O)C (3-(2,4-Dichlorophenyl)-1,9-dimethyl-6-(4-methyl-2H-pyrazol-3-yl)-1,9-dihydropyrido[2,3-b]indol-2-one), ClC1=C(C=CC(=C1)Cl)C1=CC2=C(N(C3=CC=C(C=C23)C=2NN=CC2C)C)N(C1=O)C (3-(2,4-dichlorophenyl)-1,9-dimethyl-6-(4-methyl-2H-pyrazol-3-yl)-1,9-dihydropyrido[2,3-b]indol-2-one), COCC(=O)Cl (methoxyacetyl chloride). Product: ClC1=C(C=CC(=C1)Cl)C1=CC2=C(N(C3=CC=C(C=C23)C2=NN(C=C2C)C(COC)=O)C)N(C1=O)C (3-(2,4-Dichlorophenyl)-6-[1-(2-methoxyacetyl)-4-methyl-1H-pyrazol-3-yl]-1,9-dimethyl-1,9-dihydropyrido[2,3-b]indol-2-one). Reaction SMILES: [Cl:1][C:2]1[CH:7]=[C:6]([Cl:8])[CH:5]=[CH:4][C:3]=1[C:9]1[C:28](=[O:29])[N:27]([CH3:30])[C:12]2[N:13]([CH3:26])[C:14]3[C:19]([C:11]=2[CH:10]=1)=[CH:18][C:17]([C:20]1[NH:21][N:22]=[CH:23][C:24]=1[CH3:25])=[CH:16][CH:15]=3.[CH3:31][O:32][CH2:33][C:34](Cl)=[O:35]>>[Cl:1][C:2]1[CH:7]=[C:6]([Cl:8])[CH:5]=[CH:4][C:3]=1[C:9]1[C:28](=[O:29])[N:27]([CH3:30])[C:12]2[N:13]([CH3:26])[C:14]3[C:19]([C:11]=2[CH:10]=1)=[CH:18][C:17]([C:20]1[C:24]([CH3:25])=[CH:23][N:22]([C:34](=[O:35])[CH2:33][O:32][CH3:31])[N:21]=1)=[CH:16][CH:15]=3. Procedure: The process is carried out as indicated in Example 70 above, with the compound from Example 53 3-(2,4-dichlorophenyl)-1,9-dimethyl-6-(4-methyl-2H-pyrazol-3-yl)-1,9-dihydropyrido[2,3-b]indol-2-one and methoxyacetyl chloride. Reactants: C1COCCO1, Cc1ccccc1, CCN(C(C)C)C(C)C, NNC(=O)c1cc2cc(Cl)ncc2[nH]1, O=C(O)C(F)(F)F, O=C=Nc1cccs1. The product is O=C(NNC(=O)c1cc2cc(Cl)ncc2[nH]1)Nc1cccs1. Reaction SMILES: [CH2:46]1[O:47][CH2:48][CH2:49][O:50][CH2:51]1.[CH3:39][c:40]1[cH:41][cH:42][cH:43][cH:44][cH:45]1.[CH:1]([N:2]([CH2:3][CH3:4])[CH:5]([CH3:6])[CH3:7])([CH3:8])[CH3:9].[Cl:25][c:26]1[cH:27][c:28]2[c:29]([cH:30][n:31]1)[nH:32][c:33]([C:35](=[O:36])[NH:37][NH2:38])[cH:34]2.[F:18][C:19]([F:20])([F:21])[C:22]([OH:23])=[O:24].[s:10]1[c:11]([N:15]=[C:16]=[O:17])[cH:12][cH:13][cH:14]1>>[s:10]1[c:11]([NH:15][C:16](=[O:17])[NH:38][NH:37][C:35]([c:33]2[nH:32][c:29]3[c:28]([cH:27][c:26]([Cl:25])[n:31][cH:30]3)[cH:34]2)=[O:36])[cH:12][cH:13][cH:14]1.